This data is from the Open Reaction Database (ORD), a public repository of structured organic reaction records. The task is: describe an organic reaction: reactants, conditions, products, and yield Starting materials: OCc1cc(Br)cc(Oc2ccc(C(F)(F)F)cn2)c1, C1CCOC1, O, O=S(Cl)Cl. The product is FC(F)(F)c1ccc(Oc2cc(Br)cc(CCl)c2)nc1. As a reaction SMILES: [Br:1][c:2]1[cH:3][c:4]([CH2:19][OH:20])[cH:5][c:6]([O:8][c:9]2[n:10][cH:11][c:12]([C:15]([F:16])([F:17])[F:18])[cH:13][cH:14]2)[cH:7]1.[CH2:26]1[O:27][CH2:28][CH2:29][CH2:30]1.[OH2:25].[S:21]([Cl:22])([Cl:23])=[O:24]>>[Br:1][c:2]1[cH:3][c:4]([CH2:19][Cl:23])[cH:5][c:6]([O:8][c:9]2[n:10][cH:11][c:12]([C:15]([F:16])([F:17])[F:18])[cH:13][cH:14]2)[cH:7]1.